Dataset: the Open Reaction Database (ORD), a public repository of structured organic reaction records. Task: describe an organic reaction: reactants, conditions, products, and yield Starting materials: ClCC(=O)NC1=C(C(=O)NC)C=CC=C1 (2-(2-chloroacetamido)-N-methylbenzamide), OC1=CC=C(C=C1)C(C)=O (p-hydroxyacetophenone), C([O-])([O-])=O.[K+].[K+] (potassium carbonate). Solvent: CC(CC)=O (butanone). Product: C(C)(=O)C1=CC=C(OCC(=O)NC2=C(C(=O)NC)C=CC=C2)C=C1 (2-(2-(4-acetylphenoxy)acetamido)-N-methylbenzamide). Isolated yield 84.3%. Reaction SMILES: Cl[CH2:2][C:3]([NH:5][C:6]1[CH:15]=[CH:14][CH:13]=[CH:12][C:7]=1[C:8]([NH:10][CH3:11])=[O:9])=[O:4].[OH:16][C:17]1[CH:22]=[CH:21][C:20]([C:23](=[O:25])[CH3:24])=[CH:19][CH:18]=1.C(=O)([O-])[O-].[K+].[K+]>CC(=O)CC>[C:23]([C:20]1[CH:21]=[CH:22][C:17]([O:16][CH2:2][C:3]([NH:5][C:6]2[CH:15]=[CH:14][CH:13]=[CH:12][C:7]=2[C:8]([NH:10][CH3:11])=[O:9])=[O:4])=[CH:18][CH:19]=1)(=[O:25])[CH3:24] |f:2.3.4|. Reported procedure: To a solution of 2-(2-chloroacetamido)-N-methylbenzamide 22.65 g (0.1 mol) and p-hydroxyacetophenone 16.32 g (0.12 mol) in 200 mL of butanone was added 27.60 g (0.2 mol) potassium carbonate. The mixture was stirred and heated to reflux for 4-5 hours, and monitored by TLC until the reaction was over, the reaction mixture was concentrated under reduced pressure and extracted with 300 mL of ethyl acetate to separate the organic phase, the organic phase was washed with 50 ml of 5% sodium hydroxide a... Reactants: C(#N)C1=C(SC=C1)N=C(OCCC)OCCC (3-cyano-2-(1,1-dipropoxymethylenamino)thiophene), ClN1C(CCC1=O)=O (N-chlorosuccinimide). The solvent is N1=CC=CC=C1 (pyridine). Run at temperature 60 celsius, time 3 hour. The product is ClC1=CC(=C(S1)N=C(OCCC)OCCC)C#N (5-Chloro-3-cyano-2-(1,1-dipropoxymethylenamino)thiophene). RXN SMILES: [C:1]([C:3]1[CH:7]=[CH:6][S:5][C:4]=1[N:8]=[C:9]([O:14][CH2:15][CH2:16][CH3:17])[O:10][CH2:11][CH2:12][CH3:13])#[N:2].[Cl:18]N1C(=O)CCC1=O>N1C=CC=CC=1>[Cl:18][C:6]1[S:5][C:4]([N:8]=[C:9]([O:14][CH2:15][CH2:16][CH3:17])[O:10][CH2:11][CH2:12][CH3:13])=[C:3]([C:1]#[N:2])[CH:7]=1. Procedure: In a sulfonation flask, 3.02 g (0.012 mol) 3-cyano-2-(1,1-dipropoxymethylenamino)thiophene, are added, with stirring to 15 ml of absolute pyridine. The internal temperature is then raised to 60° C. and 1.9 g (0.0144 mol) N-chlorosuccinimide are added in three portions. After stirring for 3 hours at 60° C., the pyridine is removed in a water jet vacuum and the residue taken up in ethylacetate. The organic phase is washed twice with water and after drying, the solvent is removed in a water jet vac... The reactants are C([C@@H]([C@H]([C@@H](C(=O)C(=O)O)O)O)O)O (2-keto-L-gulonic acid), [Mn](=O)(=O)(=O)[O-] (permanganate), diisopropylidene, OCC(=O)[C@@H](O)[C@H](O)[C@@H](O)CO (L-sorbose), S(O)(O)(=O)=O (sulfuric acid). Run in CC(=O)C (acetone), OC=1[C@H](OC(C1O)=O)[C@H](CO)O (vitamin C). Product: O=C([C@@H](O)[C@@H](O)[C@H](O)[C@@H](O)CO)O (keto-L-gulonic acid). Reaction SMILES: [CH2:1]([OH:13])[C@H:2]([OH:12])[C@@H:3]([OH:11])[C@H:4]([OH:10])[C:5]([C:7]([OH:9])=[O:8])=[O:6].OCC([C@H]([C@@H]([C@H](CO)O)O)O)=O.S(=O)(=O)(O)O.[Mn]([O-])(=O)(=O)=O>OC1[C@@H]([C@@H](O)CO)OC(=O)C=1O.CC(C)=O>[O:8]=[C:7]([OH:9])[C@H:5]([C@H:4]([C@@H:3]([C@H:2]([CH2:1][OH:13])[OH:12])[OH:11])[OH:10])[OH:6]. Reported procedure: 2-keto-L-gulonic acid is an important intermediate in vitamin C manufacture. Condensation of L-sorbose with acetone in the presence of sulfuric acid followed by oxidation with permanganate and hydrolysis of the diisopropylidene derivative by boiling yields 2 keto-L-gulonic acid as described in Helv. Chim. Acta., 17, 311 (1934) and U.S. Pat. No. 2,301,811. The preparation of 2-keto-L-gulonic acid by careful oxidation of L-sorbose with nitric acid is claimed in British Pat. No. 443,901 and Dutch P... Reactants: C1(=CC=CC=C1)CCCC#C (5-phenyl-1-pentyne), C[Si](C1=CC(=CO1)C=O)(C)C (5-trimethylsilyl-3-furaldehyde), C(CCC)[Li] (n-Butyl lithium), C(C)(=O)OC(C)=O (acetic anhydride), solution. Solvent: O1CCCC1 (tetrahydrofuran), O1CCCC1 (tetrahydrofuran), O (water), CCCCCC (hexane). Conditions: time 30 minute. Yields the product C(C)(=O)OCC(C#CCCC1=CC=CC=C1)C1=COC(=C1)[Si](C)(C)C (3-(1-Acetoxy-6-phenylhexyn-2-yl)-5-trimethylsilylfuran). RXN SMILES: C([Li])CCC.[C:6]1([CH2:12][CH2:13][CH2:14][C:15]#[CH:16])[CH:11]=[CH:10][CH:9]=[CH:8][CH:7]=1.[CH3:17][Si:18]([CH3:27])([CH3:26])[C:19]1[O:23][CH:22]=[C:21](C=O)[CH:20]=1.[C:28]([O:31][C:32](=O)C)(=[O:30])[CH3:29]>CCCCCC.O1CCCC1.O>[C:28]([O:31][CH2:32][CH:16]([C:21]1[CH:20]=[C:19]([Si:18]([CH3:17])([CH3:26])[CH3:27])[O:23][CH:22]=1)[C:15]#[C:14][CH2:13][CH2:12][C:6]1[CH:11]=[CH:10][CH:9]=[CH:8][CH:7]=1)(=[O:30])[CH3:29]. Procedure details: n-Butyl lithium (a 1.6M solution in hexane; 0.9 ml, 1.44 mmol) was added dropwise to a solution of 5-phenyl-1-pentyne (198.1 mg, 1.38 mmol) in tetrahydrofuran (4 ml) at 0° under argon. After 30 minutes, a solution of 5-trimethylsilyl-3-furaldehyde (231 mg, 1.38 mmol) in tetrahydrofuran (1 ml) was added. Stirring was continued for 1 hour and acetic anhydride (0.4 ml) was added. After 2 hours, the mixture was poured into water and extracted thoroughly with ethyl ether. Evaporation of the dried (ma... Starting materials: O1CCC(CC1)N (tetrahydro-2H-pyran-4-amine), C1=C(C=CC2=CC=CC=C12)C=O (2-naphthoaldehyde), [OH-].[Na+] (sodium hydroxide), C(C)(=O)O[BH-](OC(C)=O)OC(C)=O.[Na+] (Sodium (triacetoxy)borohydride). Solvent: C(Cl)(Cl)Cl (chloroform). Run at time 30 minute. Product: C1=C(C=CC2=CC=CC=C12)CNC1CCOCC1 (N-(Naphthalen-2-ylmethyl)tetrahydro-2H-pyran-4-amine). Yield: 68.8%. Reaction SMILES: [O:1]1[CH2:6][CH2:5][CH:4]([NH2:7])[CH2:3][CH2:2]1.[CH:8]1[C:17]2[C:12](=[CH:13][CH:14]=[CH:15][CH:16]=2)[CH:11]=[CH:10][C:9]=1[CH:18]=O.C(O[BH-](OC(=O)C)OC(=O)C)(=O)C.[Na+].[OH-].[Na+]>C(Cl)(Cl)Cl>[CH:8]1[C:17]2[C:12](=[CH:13][CH:14]=[CH:15][CH:16]=2)[CH:11]=[CH:10][C:9]=1[CH2:18][NH:7][CH:4]1[CH2:5][CH2:6][O:1][CH2:2][CH2:3]1 |f:2.3,4.5|. Procedure: To a solution of tetrahydro-2H-pyran-4-amine (500 mg) in chloroform (5 mL), 2-naphthoaldehyde (772 mg) was added and the resulting mixture was stirred for 30 minutes. Sodium (triacetoxy)borohydride (1.57 g) was added and the resulting mixture was stirred for 4 hours at room temperature. To the reaction mixture, an aqueous solution of 1 M sodium hydroxide was added and after stirring the resulting mixture, the chloroform layer was separated and dried over anhydrous sodium sulfate. After filtering... Starting materials: BrC1=C(C=CC=C1)C(C)=O (2′-bromoacetophenone), aqueous solution, C(=O)([O-])[O-].[Na+].[Na+] (Na2CO3), [Li+].[Cl-] (LiCl), C1(CCCCC1)C1=C(NC2=CC(=CC=C12)C(=O)OC)B1OC(C(O1)(C)C)(C)C (methyl 3-cyclohexyl-2-(4,4,5,5-tetramethyl-1,3,2-dioxaborolan-2-yl)-1H-indole-6-carboxylate). The reagents and catalysts are C=1C=CC(=CC1)[P](C=2C=CC=CC2)(C=3C=CC=CC3)[Pd]([P](C=4C=CC=CC4)(C=5C=CC=CC5)C=6C=CC=CC6)([P](C=7C=CC=CC7)(C=8C=CC=CC8)C=9C=CC=CC9)[P](C=1C=CC=CC1)(C=1C=CC=CC1)C=1C=CC=CC1 (Pd(PPh3)4). The solvent is C1(=CC=CC=C1)C (toluene), C(C)O (ethanol). Conditions: temperature 80 celsius. The product is C(C)(=O)C1=C(C=CC=C1)C=1NC2=CC(=CC=C2C1C1CCCCC1)C(=O)OC (Methyl 2-(2-acetylphenyl)-3-cyclohexyl-1H-indole-6-carboxylate). The yield is 91.0%. Reaction SMILES: C([O-])([O-])=O.[Na+].[Na+].[CH:7]1([C:13]2[C:21]3[C:16](=[CH:17][C:18]([C:22]([O:24][CH3:25])=[O:23])=[CH:19][CH:20]=3)[NH:15][C:14]=2B2OC(C)(C)C(C)(C)O2)[CH2:12][CH2:11][CH2:10][CH2:9][CH2:8]1.Br[C:36]1[CH:41]=[CH:40][CH:39]=[CH:38][C:37]=1[C:42](=[O:44])[CH3:43].[Li+].[Cl-]>C(O)C.C1(C)C=CC=CC=1.C1C=CC([P]([Pd]([P](C2C=CC=CC=2)(C2C=CC=CC=2)C2C=CC=CC=2)([P](C2C=CC=CC=2)(C2C=CC=CC=2)C2C=CC=CC=2)[P](C2C=CC=CC=2)(C2C=CC=CC=2)C2C=CC=CC=2)(C2C=CC=CC=2)C2C=CC=CC=2)=CC=1>[C:42]([C:37]1[CH:38]=[CH:39][CH:40]=[CH:41][C:36]=1[C:14]1[NH:15][C:16]2[C:21]([C:13]=1[CH:7]1[CH2:8][CH2:9][CH2:10][CH2:11][CH2:12]1)=[CH:20][CH:19]=[C:18]([C:22]([O:24][CH3:25])=[O:23])[CH:17]=2)(=[O:44])[CH3:43] |f:0.1.2,5.6,^1:60,62,81,100|. Procedure details: A 2M aqueous solution of Na2CO3 (2.5 mL, 5.0 mmol) was added to a mixture of; methyl 3-cyclohexyl-2-(4,4,5,5-tetramethyl-1,3,2-dioxaborolan-2-yl)-1H-indole-6-carboxylate (766 mg, 2.0 mmol), 2′-bromoacetophenone (478 mg, 2.4 mmol) and LiCl (170 mg, 4.0 mmol), in ethanol (5 mL) and toluene (5 mL). The mixture was then degassed by sequentially applying vacuum followed by flushing with N2. Pd(PPh3)4 (115 mg, 0.1 mmol) was then added and the reaction heated at 80° C. for 4 hr. The reaction mixture wa...